This data is from the Open Reaction Database (ORD), a public repository of structured organic reaction records. The task is: describe an organic reaction: reactants, conditions, products, and yield Starting materials: C1OC=2C=C(C=CC2OC1)NC1=NC(=NC=C1F)NC1=CC(=CC=C1)O (N4-(3,4-ethylenedioxyphenyl)-5-fluoro-N2-(3-hydroxyphenyl)-2,4-pyrimidinediamine), ClC1=NC=C(C(=N1)NC1CCCCC1)F (2-chloro-N4-cyclohexyl-5-fluoro-4-pyrimidineamine), C1OC=2C=C(N)C=CC2OC1 (3,4-ethylenedioxyaniline). The product is C1(CCCCC1)NC1=NC(=NC=C1F)NC1=CC2=C(C=C1)OCCO2 (N4-cyclohexyl-N2-(3,4-ethylenedioxyphenyl)-5-fluoro-2,4-pyrimidinediamine). Reaction SMILES: C1CO[C:8]2[CH:7]=[CH:6][C:5]([NH:11][C:12]3[C:17]([F:18])=[CH:16][N:15]=[C:14]([NH:19][C:20]4[CH:25]=[CH:24][CH:23]=[C:22]([OH:26])[CH:21]=4)[N:13]=3)=[CH:4][C:3]=2O1.ClC1N=C(NC2CCCCC2)C(F)=CN=1.[CH2:42]1[CH2:52]OC2C=CC(N)=CC=2[O:43]1>>[CH:5]1([NH:11][C:12]2[C:17]([F:18])=[CH:16][N:15]=[C:14]([NH:19][C:20]3[CH:25]=[CH:24][C:23]4[O:43][CH2:42][CH2:52][O:26][C:22]=4[CH:21]=3)[N:13]=2)[CH2:6][CH2:7][CH2:8][CH2:3][CH2:4]1. Reported procedure: In a manner similar to the preparation of N4-(3,4-ethylenedioxyphenyl)-5-fluoro-N2-(3-hydroxyphenyl)-2,4-pyrimidinediamine, 2-chloro-N4-cyclohexyl-5-fluoro-4-pyrimidineamine and 3,4-ethylenedioxyaniline were reacted to yield N4-cyclohexyl-N2-(3,4-ethylenedioxyphenyl)-5-fluoro-2,4-pyrimidinediamine. 1H NMR (CD3OD): δ 7.62 (d, 1H, J=4.2 Hz), 7.31 (d, 1H, J=2.1 Hz), 6.86 (dd, 1H, J=2.4 and 8.7 Hz), 6.68 (d, 1H, J=8.7 Hz), 4.23–4.16 (m, 4H), 3.99–3.89 (m, 1H), 2.03 (dd, 2H, J=2.1 and 12.3 Hz), 1.80 ... The reactants are C(C)C(CC)(C1=CC=CC=C1)NC(C=C)=O (N-(l-ethyl-1-phenylpropyl)acrylamide), C(#N)CC=1N=CNC1 (4-cyanomethylimidazole). The solvent is O1CCOCC1 (1,4-dioxane). Yields the product C(#N)CC=1N=CN(C1)CCC(=O)NC(CC)(C1=CC=CC=C1)CC (3-[4-(cyanomethyl)imidazol-1-yl]-N-(1-ethyl-1-phenylpropyl)propionamide). RXN SMILES: [CH2:1]([C:3]([NH:12][C:13](=[O:16])[CH:14]=[CH2:15])([C:6]1[CH:11]=[CH:10][CH:9]=[CH:8][CH:7]=1)[CH2:4][CH3:5])[CH3:2].[C:17]([CH2:19][C:20]1[N:21]=[CH:22][NH:23][CH:24]=1)#[N:18]>O1CCOCC1>[C:17]([CH2:19][C:20]1[N:21]=[CH:22][N:23]([CH2:15][CH2:14][C:13]([NH:12][C:3]([CH2:4][CH3:5])([C:6]2[CH:11]=[CH:10][CH:9]=[CH:8][CH:7]=2)[CH2:1][CH3:2])=[O:16])[CH:24]=1)#[N:18]. Procedure details: In a similar manner to Example 24, N-(l-ethyl-1-phenylpropyl)acrylamide (6.1 g) and 4-cyanomethylimidazole (3.0 g, Sigma Chemicals) were reacted in 1,4-dioxane (60 ml) in the presence of Triton B (0.8 ml) to give 3-[4-(cyanomethyl)imidazol-1-yl]-N-(1-ethyl-1-phenylpropyl)propionamide, m.p. 121-122° C.